Dataset: the Open Reaction Database (ORD), a public repository of structured organic reaction records. Task: describe an organic reaction: reactants, conditions, products, and yield The reactants are ClCCl, CC(NC(=O)Cc1cc(F)cc(F)c1)C(=O)O, NC1C(=O)N(CC2CC2)c2ccccc2OC1c1ccccc1, On1nnc2ccccc21. Yields the product CC(NC(=O)Cc1cc(F)cc(F)c1)C(=O)NC1C(=O)N(CC2CC2)c2ccccc2OC1c1ccccc1. As a reaction SMILES: [Cl:51][CH2:52][Cl:53].[F:24][c:25]1[cH:26][c:27]([CH2:32][C:33](=[O:34])[NH:35][CH:36]([CH3:37])[C:38](=[O:39])[OH:40])[cH:28][c:29]([F:31])[cH:30]1.[NH2:1][CH:2]1[CH:3]([c:18]2[cH:19][cH:20][cH:21][cH:22][cH:23]2)[O:4][c:5]2[c:6]([cH:14][cH:15][cH:16][cH:17]2)[N:7]([CH2:10][CH:11]2[CH2:12][CH2:13]2)[C:8]1=[O:9].[OH:41][n:42]1[c:43]2[c:44]([cH:45][cH:46][cH:47][cH:48]2)[n:49][n:50]1>>[NH:1]([CH:2]1[CH:3]([c:18]2[cH:19][cH:20][cH:21][cH:22][cH:23]2)[O:4][c:5]2[c:6]([cH:14][cH:15][cH:16][cH:17]2)[N:7]([CH2:10][CH:11]2[CH2:12][CH2:13]2)[C:8]1=[O:9])[C:38]([CH:36]([NH:35][C:33]([CH2:32][c:27]1[cH:26][c:25]([F:24])[cH:30][c:29]([F:31])[cH:28]1)=[O:34])[CH3:37])=[O:39]. Starting materials: Cl.FCC(CF)(C)C1=CC(=NO1)NC(NC1=CC=C(C=C1)NC(C1=NC=C(C=C1)OC1CCNCC1)=O)=O (N-(4-(3-(5-(1,3-difluoro-2-methylpropan-2-yl)isoxazol-3-yl)ureido)phenyl)-5-(piperidin-4-yloxy)picolinamide hydrochloride), O1CC(C1)=O (oxetan-3-one). Run in CC(=O)C (acetone). The product is C(C)(C)(C)C1=CC(=NO1)NC(NC1=CC=C(C=C1)NC(C1=NC=C(C=C1)OC1CN(CC1)C1COC1)=O)=O (N-(4-(3-(5-tert-Butylisoxazol-3-yl)ureido)phenyl)-5-(1-(oxetan-3-yl)pyrrolidin-3-yloxy)picolinamide). Isolated yield 73.0%. Reaction SMILES: Cl.F[CH2:3][C:4]([C:8]1[O:12][N:11]=[C:10]([NH:13][C:14](=[O:38])[NH:15][C:16]2[CH:21]=[CH:20][C:19]([NH:22][C:23](=[O:37])[C:24]3[CH:29]=[CH:28][C:27]([O:30][CH:31]4[CH2:36][CH2:35][NH:34][CH2:33][CH2:32]4)=[CH:26][N:25]=3)=[CH:18][CH:17]=2)[CH:9]=1)([CH3:7])[CH2:5]F.[O:39]1[CH2:42]C(=O)[CH2:40]1>CC(C)=O>[C:4]([C:8]1[O:12][N:11]=[C:10]([NH:13][C:14](=[O:38])[NH:15][C:16]2[CH:17]=[CH:18][C:19]([NH:22][C:23](=[O:37])[C:24]3[CH:29]=[CH:28][C:27]([O:30][CH:31]4[CH2:32][CH2:33][N:34]([CH:35]5[CH2:42][O:39][CH2:40]5)[CH2:36]4)=[CH:26][N:25]=3)=[CH:20][CH:21]=2)[CH:9]=1)([CH3:3])([CH3:7])[CH3:5] |f:0.1|. Reported procedure: N-(4-(3-(5-tert-Butylisoxazol-3-yl)ureido)phenyl)-5-(1-(oxetan-3-yl)pyrrolidin-3-yloxy)picolinamide (77 mg, 73%) was prepared as a white powder using a procedure analogous to that described in Example 20, substituting N-(4-(3-(5-tert-butylisoxazol-3-yl)ureido)phenyl)-5-(pyrrolidin-3-yloxy)picolinamide hydrochloride from Step 2 of Example 25 for N-(4-(3-(5-(1,3-difluoro-2-methylpropan-2-yl)isoxazol-3-yl)ureido)phenyl)-5-(piperidin-4-yloxy)picolinamide hydrochloride, and oxetan-3-one for acetone u... The reactants are C(C)(=O)N(C(=O)OCOC([C@H](C)NC(=O)OC(C)(C)C)=O)C[C@H]1CN(C(O1)=O)C1=CC(=C(C=C1)C1CCS(CC1)(=O)=O)F (2(S)-tert-butoxycarbonylamino-propionic acid (acetyl-{3-[4-(1,1-dioxo-hexahydro-1λ6-thiopyran-4-yl)-3-fluoro-phenyl]-2-oxo-oxazolidin-5(R)-ylmethyl}-carbamoyloxy)-methyl ester), C1(=CC=CC=C1)OC (anisole), Cl (hydrogen chloride). Solvent: C1CCOC1 (THF). Run at time 8 hour. The product is Cl.C(C)(=O)N(C(=O)OCOC([C@H](C)N)=O)C[C@H]1CN(C(O1)=O)C1=CC(=C(C=C1)C1CCS(CC1)(=O)=O)F (2(S)-amino-propionic acid (acetyl-{3-[4-(1,1-dioxo-hexahydro-1λ6-thiopyran-4-yl)-3-fluoro-phenyl]-2-oxo-oxazolidin-5(R)-ylmethyl}-carbamoyloxy)-methyl ester hydrochloride). The yield is 38.0%. As a reaction SMILES: [C:1]([N:4]([CH2:22][C@@H:23]1[O:27][C:26](=[O:28])[N:25]([C:29]2[CH:34]=[CH:33][C:32]([CH:35]3[CH2:40][CH2:39][S:38](=[O:42])(=[O:41])[CH2:37][CH2:36]3)=[C:31]([F:43])[CH:30]=2)[CH2:24]1)[C:5]([O:7][CH2:8][O:9][C:10](=[O:21])[C@@H:11]([NH:13]C(OC(C)(C)C)=O)[CH3:12])=[O:6])(=[O:3])[CH3:2].C1(OC)C=CC=CC=1.[ClH:52]>C1COCC1>[ClH:52].[C:1]([N:4]([CH2:22][C@@H:23]1[O:27][C:26](=[O:28])[N:25]([C:29]2[CH:34]=[CH:33][C:32]([CH:35]3[CH2:40][CH2:39][S:38](=[O:41])(=[O:42])[CH2:37][CH2:36]3)=[C:31]([F:43])[CH:30]=2)[CH2:24]1)[C:5]([O:7][CH2:8][O:9][C:10](=[O:21])[C@@H:11]([NH2:13])[CH3:12])=[O:6])(=[O:3])[CH3:2] |f:4.5|. Reported procedure: To a mixture of the 2(S)-tert-butoxycarbonylamino-propionic acid (acetyl-{3-[4-(1,1-dioxo-hexahydro-1λ6-thiopyran-4-yl)-3-fluoro-phenyl]-2-oxo-oxazolidin-5(R)-ylmethyl}-carbamoyloxy)-methyl ester (12b) (0.98 g, 1.56 mmol), anisole (1 mL) and THF (30 mL), is added hydrogen chloride (4 M in dioxane, 11 mL, 46.8 mmol) in a dropwise manner. The mixture is stirred at RT overnight. Under reduced pressure, the mixture is concentrated to one-half of its original volume. Ether is then added dropwise to t... Reactants: C(C)(C)(C)OC(=O)N1C=CC2=CC(=CC=C12)C(N)=S (5-thiocarbamoyl-indole-1-carboxylic acid tert-butyl ester), BrCC(C(=O)OCC)=O (ethyl bromopyruvate). Solvent: CCO (EtOH). Reaction conditions: temperature 60 celsius, time 1.5 hour. Product: C(C)(C)(C)OC(=O)N1C=CC2=CC(=CC=C12)C=1SC=C(N1)C(=O)OCC (5-(4-Ethoxycarbonyl-thiazol-2-yl)-indole-1-carboxylic acid tert-butyl ester). Reaction SMILES: [C:1]([O:5][C:6]([N:8]1[C:16]2[C:11](=[CH:12][C:13]([C:17](=[S:19])[NH2:18])=[CH:14][CH:15]=2)[CH:10]=[CH:9]1)=[O:7])([CH3:4])([CH3:3])[CH3:2].Br[CH2:21][C:22](=O)[C:23]([O:25][CH2:26][CH3:27])=[O:24]>CCO>[C:1]([O:5][C:6]([N:8]1[C:16]2[C:11](=[CH:12][C:13]([C:17]3[S:19][CH:21]=[C:22]([C:23]([O:25][CH2:26][CH3:27])=[O:24])[N:18]=3)=[CH:14][CH:15]=2)[CH:10]=[CH:9]1)=[O:7])([CH3:4])([CH3:2])[CH3:3]. Procedure: To a solution of 5-thiocarbamoyl-indole-1-carboxylic acid tert-butyl ester (13.16 g, 47.6 mmol) and 250 mL of EtOH was added ethyl bromopyruvate (6.05 mL, 48.2 mmol). The resulting solution was stirred at 60° C. for 1.5 h, then concentrated in vacuo. The resulting solid was purified by flash chromatography on silica gel using 5% EtOAc/hexane→80% EtOAc/hexane→CH2Cl2 as the eluant to give a white solid. MS m/z: 373 (M+1). Calc'd for C19H20N2O4S-372.44. The reactants are BrC1=CC=C(C=C1)C(CO[Si](C)(C)C(C)(C)C)C ((2-(4-bromophenyl)propoxy)(tert-butyl)dimethylsilane), BrC1=CC=C(C=C1)C(CO)(C)C (2-(4-bromophenyl)-2-methylpropan-1-ol). Yields the product BrC1=CC=C(C=C1)C(CO[Si](C)(C)C(C)(C)C)(C)C ((2-(4-bromophenyl)-2-methylpropoxy)(tert-butyl)dimethylsilane). As a reaction SMILES: [Br:1][C:2]1[CH:7]=[CH:6][C:5]([CH:8]([CH3:18])[CH2:9][O:10][Si:11]([C:14]([CH3:17])([CH3:16])[CH3:15])([CH3:13])[CH3:12])=[CH:4][CH:3]=1.Br[C:20]1C=CC(C(C)(C)CO)=CC=1>>[Br:1][C:2]1[CH:3]=[CH:4][C:5]([C:8]([CH3:20])([CH3:18])[CH2:9][O:10][Si:11]([C:14]([CH3:17])([CH3:16])[CH3:15])([CH3:13])[CH3:12])=[CH:6][CH:7]=1. Procedure: According to the procedure for the preparation of 73C, 74A (1.93 g, 8.42 mmol) afforded 3.04 g of 74B as a colorless oil. MS (ESI) m/z 211.1 (M-OTBS)+. Starting materials: C(C)OC(C(=O)OCC)CC1=CC=C(C=C1)O (ethyl 2-ethoxy-3-(4-hydroxy-phenyl)-propionate), N(=NC(=O)OCC)C(=O)OCC (Diethyl azodicarboxylate), C1(=CC=CC=C1)P(C1=CC=CC=C1)C1=CC=CC=C1 (triphenylphosphine), C1=CC=CC=2C3=CC=CC=C3C(C12)CCO (2-(9H-fluoren-9-yl)-ethanol). The solvent is C1CCOC1 (THF), C1CCOC1 (THF), O (water). Run at time 5 minute. Yields the product C(C)OC(C(=O)OCC)CC1=CC=C(C=C1)OCCC1C2=CC=CC=C2C=2C=CC=CC12 (Ethyl 2-ethoxy-3-{4-[2-(9H-fluoren-9-yl)-ethoxy]-phenyl}-propionate). As a reaction SMILES: N(C(OCC)=O)=NC(OCC)=O.C1(P(C2C=CC=CC=2)C2C=CC=CC=2)C=CC=CC=1.[CH:32]1[C:44]2[CH:43]([CH2:45][CH2:46][OH:47])[C:42]3[C:37](=[CH:38][CH:39]=[CH:40][CH:41]=3)[C:36]=2[CH:35]=[CH:34][CH:33]=1.[CH2:48]([O:50][CH:51]([CH2:57][C:58]1[CH:63]=[CH:62][C:61](O)=[CH:60][CH:59]=1)[C:52]([O:54][CH2:55][CH3:56])=[O:53])[CH3:49]>C1COCC1.O>[CH2:48]([O:50][CH:51]([CH2:57][C:58]1[CH:59]=[CH:60][C:61]([O:47][CH2:46][CH2:45][CH:43]2[C:44]3[CH:32]=[CH:33][CH:34]=[CH:35][C:36]=3[C:37]3[C:42]2=[CH:41][CH:40]=[CH:39][CH:38]=3)=[CH:62][CH:63]=1)[C:52]([O:54][CH2:55][CH3:56])=[O:53])[CH3:49]. Reported procedure: Diethyl azodicarboxylate (0.235 ml, 1.49 mmol) was added at 0° C. to a stirred solution of triphenylphosphine (0.392 g, 1.49 mmol) and 2-(9H-fluoren-9-yl)-ethanol (0.208 g, 1.0 mmol) in dry THF (5 ml) and the mixture stirred for 5 min. A solution of ethyl 2-ethoxy-3-(4-hydroxy-phenyl)-propionate (0.356 g, 1.49 mmol) in dry THF (5 ml) was then added, the mixture allowed to warm to room temperature and stirring continued for 20 h. The resulting mixture was treated with water (50 ml), and the produ... The reactants are Cl (hydrochloric acid), OC=1C2=C(N(C(C1C(=O)OCC)=O)N=CC1=CC=CC=C1)C=CS2 (Ethyl 7-hydroxy-5-oxo-4-{[phenylmethylene]amino}-4,5-dihydrothieno[3,2-b]pyridine-6-carboxylate), NC1=C(C=CC=C1)S(=O)(=O)N (2-aminobenzenesulfonamide), solid, [OH-].[K+] (KOH). The solvent is C1(=CC=CC=C1)C (toluene). Run at temperature 25 celsius. Product: NN1C2=C(C(=C(C1=O)C1=NS(C3=C(N1)C=CC=C3)(=O)=O)O)SC=C2 (4-amino-6-(1,1-dioxido-4H-1,2,4-benzothiadiazin-3-yl)-7-hydroxythieno[3,2-b]pyridin 5(4H)-one). Isolated yield 61.9%. RXN SMILES: [OH:1][C:2]1[C:3]2[S:24][CH:23]=[CH:22][C:4]=2[N:5]([N:14]=CC2C=CC=CC=2)[C:6](=[O:13])[C:7]=1[C:8](OCC)=O.[NH2:25][C:26]1[CH:31]=[CH:30][CH:29]=[CH:28][C:27]=1[S:32]([NH2:35])(=[O:34])=[O:33].[OH-].[K+].Cl>C1(C)C=CC=CC=1>[NH2:14][N:5]1[C:6](=[O:13])[C:7]([C:8]2[NH:25][C:26]3[CH:31]=[CH:30][CH:29]=[CH:28][C:27]=3[S:32](=[O:33])(=[O:34])[N:35]=2)=[C:2]([OH:1])[C:3]2[S:24][CH:23]=[CH:22][C:4]1=2 |f:2.3|. Procedure: The product of Example 268C (2.29 g, 6.69 mmol) was reacted with 2-aminobenzenesulfonamide (1.15 g, 6.69 mmol) in toluene (60 mL), and stirred at reflux for 5 hours. The reaction was cooled to 25° C. and the resulting precipitate was collected by filtration and dried (1.95 g, 62%). The resulting solid (1.95 g, 4.2 mmol) was reacted with 10% aqueous KOH (60 mL) at reflux for 24 hours, cooled to 25° C. and acidified with concentrated hydrochloric acid to pH 2. The resulting solid was collected by ... Starting materials: [H-].[Al+3].[Li+].[H-].[H-].[H-] (lithium aluminium hydride), CC1=CC=C(C=C1)C=1C(=CC=CC1)C(=O)O (4'-methylbiphenyl-2-carboxylic acid), ice, C(C)(=O)OCC (ethyl acetate), O (water). Run in O1CCCC1 (tetrahydrofuran), O1CCCC1 (tetrahydrofuran). Run at time 17 hour. Yields the product CC1=CC=C(C=C1)C1=C(C=CC=C1)CO (4'-Methyl-2-hydroxymethylbiphenyl). The yield is 84.6%. As a reaction SMILES: [H-].[Al+3].[Li+].[H-].[H-].[H-].[CH3:7][C:8]1[CH:13]=[CH:12][C:11]([C:14]2[C:15]([C:20](O)=[O:21])=[CH:16][CH:17]=[CH:18][CH:19]=2)=[CH:10][CH:9]=1.C(OCC)(=O)C.O>O1CCCC1>[CH3:7][C:8]1[CH:9]=[CH:10][C:11]([C:14]2[CH:19]=[CH:18][CH:17]=[CH:16][C:15]=2[CH2:20][OH:21])=[CH:12][CH:13]=1 |f:0.1.2.3.4.5|. Procedure: To an ice-cooling suspension of lithium aluminium hydride (1.79 g) in tetrahydrofuran (50 ml) was added dropwise a solution of 4'-methylbiphenyl-2-carboxylic acid (5.0 g) in tetrahydrofuran (30 ml). The mixture was stirred for 17 hours at room temperature. To the reaction mixture were added ethyl acetate (10 ml) and water (50 ml), and insoluble materials were removed by filtration through celite. The filtrate was concentrated to dryness, and the residue was dissolved in ethyl acetate. The soluti... Starting materials: BrCCOc1ccccc1, O=C([O-])[O-], Cc1noc(C)c1Cn1cc(N2C(=O)CNC2=O)cn1, Cl, [Cs+], [Cs+]. The product is Cc1noc(C)c1Cn1cc(N2C(=O)CN(CCOc3ccccc3)C2=O)cn1. As a reaction SMILES: [Br:21][CH2:22][CH2:23][O:24][c:25]1[cH:26][cH:27][cH:28][cH:29][cH:30]1.[C:31](=[O:32])([O-:33])[O-:34].[CH3:1][c:2]1[n:3][o:4][c:5]([CH3:20])[c:6]1[CH2:7][n:8]1[n:9][cH:10][c:11]([N:13]2[C:14](=[O:19])[NH:15][CH2:16][C:17]2=[O:18])[cH:12]1.[ClH:37].[Cs+:35].[Cs+:36]>>[CH3:1][c:2]1[n:3][o:4][c:5]([CH3:20])[c:6]1[CH2:7][n:8]1[n:9][cH:10][c:11]([N:13]2[C:14](=[O:19])[N:15]([CH2:22][CH2:23][O:24][c:25]3[cH:26][cH:27][cH:28][cH:29][cH:30]3)[CH2:16][C:17]2=[O:18])[cH:12]1.